From a dataset of the Open Reaction Database (ORD), a public repository of structured organic reaction records. describe an organic reaction: reactants, conditions, products, and yield Reactants: FC(S(=O)(=O)C=1C=C(C=CC1)C1=CC(=NO1)C1=NC=CC=C1)(F)F (5-[3-trifluoromethanesulfonylphenyl]-3-[pyridin-2-yl]-1,2-oxazole), [C-]#N.[K+] (KCN), NiBr2(PPh3)2, C1=CC=C(C=C1)P(C2=CC=CC=C2)C3=CC=CC=C3 (PPh3), CCCCCC (hexane). Reagents/catalysts: [Zn] (zinc). Solvent: C(C)(=O)OCC (ethyl acetate), C(C)#N (acetonitrile). Reaction conditions: temperature 60 celsius. Yields the product C(#N)C=1C=C(C=CC1)C1=CC(=NO1)C1=NC=CC=C1 (5-[3-cyanophenyl]-3-[pyridin-2-yl]-1,2-oxazole). Yield: 23.3%. Reaction SMILES: FC(F)(F)S([C:6]1[CH:7]=[C:8]([C:12]2[O:16][N:15]=[C:14]([C:17]3[CH:22]=[CH:21][CH:20]=[CH:19][N:18]=3)[CH:13]=2)[CH:9]=[CH:10][CH:11]=1)(=O)=O.[C-:25]#[N:26].[K+].C1C=CC(P(C2C=CC=CC=2)C2C=CC=CC=2)=CC=1.CCCCCC>C(#N)C.[Zn].C(OCC)(=O)C>[C:25]([C:6]1[CH:7]=[C:8]([C:12]2[O:16][N:15]=[C:14]([C:17]3[CH:22]=[CH:21][CH:20]=[CH:19][N:18]=3)[CH:13]=2)[CH:9]=[CH:10][CH:11]=1)#[N:26] |f:1.2|. Procedure details: A mixture of 5-[3-trifluoromethanesulfonylphenyl]-3-[pyridin-2-yl]-1,2-oxazole (98 mg, 0.26 mmol), KCN (230 mg, 4 mmol), NiBr2(PPh3)2 (52.4 mg, 0.07 mmol), and PPh3 (42 mg, 0.16 mmol) in acetonitrile (1 mL) was treated with zinc powder (20 mg, 0.3 mmol) and the mixture was heated overnight at 60° C. Silica gel chromatography of the resulting mixture using a gradient of hexane to ethyl acetate afforded 15 mg (23%) of 5-[3-cyanophenyl]-3-[pyridin-2-yl]-1,2-oxazole as a white solid. The reactants are ICCCCC1=CC=C(C=C1)OC (1-(4-Iodo-butyl)-4-methoxy-benzene), [Cl-].[NH4+] (ammonium chloride), C(CCC)[Li] (butyllithium), C[Si](C)(C)C#C (trimethylsilylacetylene), CN1CCCN(C1=O)C (DMPU). Solvent: C1CCOC1 (THF), CCCCCC (n-hexane), C1CCOC1 (THF). Run at time 30 minute. The product is COC1=CC=C(C=C1)CCCCC#C[Si](C)(C)C ([6-(4-Methoxy-phenyl)-hex-1-ynyl]-trimethyl-silane). The yield is 124.2%. As a reaction SMILES: C([Li])CCC.[CH3:6][Si:7]([C:10]#[CH:11])([CH3:9])[CH3:8].CN1C(=O)N(C)CCC1.I[CH2:22][CH2:23][CH2:24][CH2:25][C:26]1[CH:31]=[CH:30][C:29]([O:32][CH3:33])=[CH:28][CH:27]=1.[Cl-].[NH4+]>CCCCCC.C1COCC1>[CH3:33][O:32][C:29]1[CH:30]=[CH:31][C:26]([CH2:25][CH2:24][CH2:23][CH2:22][C:11]#[C:10][Si:7]([CH3:9])([CH3:8])[CH3:6])=[CH:27][CH:28]=1 |f:4.5|. Reported procedure: b 12.4 ml (19.8 mmol) Of 1.6 M butyllithium in n-hexane was added dropwise at −78° C. to a solution of 1.94 g (2.80 ml, 19.8 mmol) trimethylsilylacetylene and 2.39 ml (19.8 mmol) DMPU in 30 ml THF. After stirring for 1 h at −78° C. a solution of 28.7 g (9.89 mmol) 1-(4-Iodo-butyl)-4-methoxy-benzene in 30 ml THF was added at −78° C. and stirring continued for 30 min. The reaction mixture was allowed to warm to r.t. overnight and then hydrolyzed by a saturated ammonium chloride solution. The water... Reactants: CN1CCC2(CC1)CC(=O)N(OCc1ccccc1)C2=O, CO, Cl, [H][H], O, [Pd]. Yields the product Cl, CN1CCC2(CC1)CC(=O)N(O)C2=O. RXN SMILES: [CH2:2]([c:3]1[cH:4][cH:5][cH:6][cH:7][cH:8]1)[O:9][N:10]1[C:11](=[O:22])[C:12]2([CH2:13][C:14]1=[O:15])[CH2:16][CH2:17][N:18]([CH3:21])[CH2:19][CH2:20]2.[CH3:26][OH:27].[ClH:1].[H:23][H:24].[OH2:25].[Pd:28]>>[ClH:1].[OH:9][N:10]1[C:11](=[O:22])[C:12]2([CH2:13][C:14]1=[O:15])[CH2:16][CH2:17][N:18]([CH3:21])[CH2:19][CH2:20]2. Starting materials: CCN1CC(SCc2ccc(OC)cc2)CC1C(N)=O, ClCCl, COS(=O)(=O)F. Product: CC[N+]1(C)CC(SCc2ccc(OC)cc2)CC1C(N)=O, O=S(=O)([O-])F. As a reaction SMILES: [C:7]([NH2:8])(=[O:9])[CH:10]1[N:11]([CH2:25][CH3:26])[CH2:12][CH:13]([S:15][CH2:16][c:17]2[cH:18][cH:19][c:20]([O:23][CH3:24])[cH:21][cH:22]2)[CH2:14]1.[CH2:27]([Cl:28])[Cl:29].[F:1][S:2](=[O:3])(=[O:4])[O:5][CH3:6]>>[CH3:6][N+:11]1([CH2:25][CH3:26])[CH:10]([C:7]([NH2:8])=[O:9])[CH2:14][CH:13]([S:15][CH2:16][c:17]2[cH:18][cH:19][c:20]([O:23][CH3:24])[cH:21][cH:22]2)[CH2:12]1.[F:1][S:2](=[O:3])(=[O:4])[O-:5].